Dataset: the Open Reaction Database (ORD), a public repository of structured organic reaction records. Task: describe an organic reaction: reactants, conditions, products, and yield Reactants: C(Cl)(Cl)Cl (Chloroform), S(=O)(Cl)Cl (Thionyl chloride), COC(=O)C(C(=O)O)CC1=CC=C(C=C1)OCCC=1N=C(OC1CC)C1=CC=CC=C1 (2-methoxycarbonyl-3-[4-(2-(5-ethyl-2-phenyl-4-oxazolyl)ethoxy]phenyl]propionic acid), S(=O)(Cl)Cl (thionyl chloride), NC(=O)N (urea). The solvent is O (water). Reaction conditions: temperature 60 celsius. The product is COC(=O)C(C(=O)NC(=O)N)CC1=CC=C(C=C1)OCCC=1N=C(OC1C)C1=CC=CC=C1 (N-[2-Methoxycarbonyl-3-[4-[2-(5-methyl-2-phenyl-4-oxazolyl)ethoxy]phenyl]propionyl]urea). The yield is 82.2%. Reaction SMILES: S(Cl)(Cl)=O.[CH3:5][O:6][C:7]([CH:9]([CH2:13][C:14]1[CH:19]=[CH:18][C:17]([O:20][CH2:21][CH2:22][C:23]2[N:24]=[C:25]([C:30]3[CH:35]=[CH:34][CH:33]=[CH:32][CH:31]=3)[O:26][C:27]=2[CH2:28]C)=[CH:16][CH:15]=1)[C:10]([OH:12])=O)=[O:8].[NH2:36][C:37]([NH2:39])=[O:38].C(Cl)(Cl)Cl>O>[CH3:5][O:6][C:7]([CH:9]([CH2:13][C:14]1[CH:15]=[CH:16][C:17]([O:20][CH2:21][CH2:22][C:23]2[N:24]=[C:25]([C:30]3[CH:31]=[CH:32][CH:33]=[CH:34][CH:35]=3)[O:26][C:27]=2[CH3:28])=[CH:18][CH:19]=1)[C:10]([NH:36][C:37]([NH2:39])=[O:38])=[O:12])=[O:8]. Procedure: Thionyl chloride (4.0 ml) was added to 2-methoxycarbonyl-3-[4-(2-(5-ethyl-2-phenyl-4-oxazolyl)ethoxy]phenyl]propionic acid (4.10 g, 10.0 mmol) obtained in Example 1 and the mixture was stirred with heating at 60° C. for 1 hr. Excess thionyl chloride was evaporated under reduced pressure and urea (900 mg, 15.0 mmol) was added to the residue obtained, which was followed by stirring with heating at 100° C. for 45 min. Chloroform (100 ml) and water (50 ml) were added for partition. The organic layer... The reactants are CO, Cc1cccc(Cc2ccc(-c3cnn(C(N)=O)c3N)cc2)c1, [Na+], [OH-]. Product: Cc1cccc(Cc2ccc(-c3c[nH]nc3N)cc2)c1. Reaction SMILES: [CH3:26][OH:27].[NH2:1][c:2]1[n:3]([C:21](=[O:22])[NH2:23])[n:4][cH:5][c:6]1-[c:7]1[cH:8][cH:9][c:10]([CH2:13][c:14]2[cH:15][c:16]([CH3:20])[cH:17][cH:18][cH:19]2)[cH:11][cH:12]1.[Na+:25].[OH-:24]>>[NH2:1][c:2]1[n:3][nH:4][cH:5][c:6]1-[c:7]1[cH:8][cH:9][c:10]([CH2:13][c:14]2[cH:15][c:16]([CH3:20])[cH:17][cH:18][cH:19]2)[cH:11][cH:12]1. The reactants are Cl, N#Cc1ccc(CCOc2cccc(N)c2)cc1, O, O=S(=O)(Cl)c1ccccc1, c1ccncc1. Yields the product N#Cc1ccc(CCOc2cccc(NS(=O)(=O)c3ccccc3)c2)cc1. Reaction SMILES: [ClH:20].[NH2:2][c:3]1[cH:4][c:5]([O:9][CH2:10][CH2:11][c:12]2[cH:13][cH:14][c:15]([C:18]#[N:19])[cH:16][cH:17]2)[cH:6][cH:7][cH:8]1.[OH2:1].[c:21]1([S:27](=[O:28])(=[O:29])[Cl:30])[cH:22][cH:23][cH:24][cH:25][cH:26]1.[cH:31]1[cH:32][cH:33][n:34][cH:35][cH:36]1>>[NH:2]([c:3]1[cH:4][c:5]([O:9][CH2:10][CH2:11][c:12]2[cH:13][cH:14][c:15]([C:18]#[N:19])[cH:16][cH:17]2)[cH:6][cH:7][cH:8]1)[S:27]([c:21]1[cH:22][cH:23][cH:24][cH:25][cH:26]1)(=[O:28])=[O:29]. Yields the product COC(=O)CCc1cnoc1-c1ccc(F)cc1. Reaction SMILES: [CH3:23][OH:24].[F:1][c:2]1[cH:3][cH:4][c:5](-[c:8]2[c:9]([CH2:13][CH2:14][C:15](=[O:16])[OH:17])[cH:10][n:11][o:12]2)[cH:6][cH:7]1.[S:18](=[O:19])(=[O:20])([OH:21])[OH:22]>>[F:1][c:2]1[cH:3][cH:4][c:5](-[c:8]2[c:9]([CH2:13][CH2:14][C:15](=[O:16])[O:17][CH3:23])[cH:10][n:11][o:12]2)[cH:6][cH:7]1. Reactants: CO, O=C(O)CCc1cnoc1-c1ccc(F)cc1, O=S(=O)(O)O.